This data is from the Open Reaction Database (ORD), a public repository of structured organic reaction records. The task is: describe an organic reaction: reactants, conditions, products, and yield Procedure details: The product was obtained starting from 1-(2,2-Difluoro-benzo[1,3]dioxol-5-yl)-3-((E)-3-dimethylamino-acryloyl)-1H-pyridazin-4-one (A-11) and 2,2-difluoro-benzo[1,3]dioxol-4-yl-hydrazine (prepared from the corresponding amino derivative using sodium nitrite and tin(II) chloride as described in J. Med. Chem. 2003, 46, 4676-4686) according to the method described for example 91. MS: M=475.0 (M+H)+ The product is FC1(OC2=C(O1)C=CC(=C2)N2N=C(C(C=C2)=O)C=2N(N=CC2)C2=CC=CC=1OC(OC12)(F)F)F (1-(2,2-Difluoro-benzo[1,3]dioxol-5-yl)-3-[2-(2,2-difluoro-benzo[1,3]dioxol-4-yl)-2H-pyrazol-3-yl]-1H-pyridazin-4-one). Starting materials: FC1(OC2=C(O1)C=CC(=C2)N2N=C(C(C=C2)=O)C(\C=C\N(C)C)=O)F (1-(2,2-Difluoro-benzo[1,3]dioxol-5-yl)-3-((E)-3-dimethylamino-acryloyl)-1H-pyridazin-4-one), N(=O)[O-].[Na+] (sodium nitrite), [Sn](Cl)Cl (tin(II) chloride), FC1(OC2=C(O1)C=CC=C2NN)F (2,2-difluoro-benzo[1,3]dioxol-4-yl-hydrazine), amino. Reaction SMILES: [F:1][C:2]1([F:25])[O:6][C:5]2[CH:7]=[CH:8][C:9]([N:11]3[CH:16]=[CH:15][C:14](=[O:17])[C:13]([C:18](=O)/[CH:19]=[CH:20]/N(C)C)=[N:12]3)=[CH:10][C:4]=2[O:3]1.[F:26][C:27]1([F:38])[O:31][C:30]2[CH:32]=[CH:33][CH:34]=[C:35]([NH:36][NH2:37])[C:29]=2[O:28]1.N([O-])=O.[Na+].[Sn](Cl)Cl>>[F:25][C:2]1([F:1])[O:6][C:5]2[CH:7]=[CH:8][C:9]([N:11]3[CH:16]=[CH:15][C:14](=[O:17])[C:13]([C:18]4[N:36]([C:35]5[C:29]6[O:28][C:27]([F:26])([F:38])[O:31][C:30]=6[CH:32]=[CH:33][CH:34]=5)[N:37]=[CH:20][CH:19]=4)=[N:12]3)=[CH:10][C:4]=2[O:3]1 |f:2.3|. Reactants: ClCCC1=CC=C(C=C1)OC (1-(2-chloroethyl)-4-methoxybenzene), Cl.C(C)OCC=1N=C(OC1C1=CC=CC=C1)C1CCNCC1 (4-(4-ethoxymethyl-5-phenyl-oxazol-2-yl)-piperidine hydrochloride), Intermediate 4, C(=O)([O-])[O-].[K+].[K+] (K2CO3), N[C@@H](CC1=CC=C2C=CC=CC2=C1)C(=O)O (Nal). Run in C(C)O (ethanol). Conditions: temperature 150 celsius. Product: C(C)OCC=1N=C(OC1C1=CC=CC=C1)C1CCN(CC1)CCC1=CC=C(C=C1)OC (4-(4-ethoxymethyl-5-phenyl-oxazol-2-yl)-1-[2-(4-methoxy-phenyl)-ethyl]-piperidine). The yield is 86.5%. As a reaction SMILES: Cl[CH2:2][CH2:3][C:4]1[CH:9]=[CH:8][C:7]([O:10][CH3:11])=[CH:6][CH:5]=1.Cl.[CH2:13]([O:15][CH2:16][C:17]1[N:18]=[C:19]([CH:28]2[CH2:33][CH2:32][NH:31][CH2:30][CH2:29]2)[O:20][C:21]=1[C:22]1[CH:27]=[CH:26][CH:25]=[CH:24][CH:23]=1)[CH3:14].C([O-])([O-])=O.[K+].[K+].N[C@H](C(O)=O)CC1C=C2C(C=CC=C2)=CC=1>C(O)C>[CH2:13]([O:15][CH2:16][C:17]1[N:18]=[C:19]([CH:28]2[CH2:33][CH2:32][N:31]([CH2:2][CH2:3][C:4]3[CH:9]=[CH:8][C:7]([O:10][CH3:11])=[CH:6][CH:5]=3)[CH2:30][CH2:29]2)[O:20][C:21]=1[C:22]1[CH:27]=[CH:26][CH:25]=[CH:24][CH:23]=1)[CH3:14] |f:1.2,3.4.5|. Procedure: 1-(2-chloroethyl)-4-methoxybenzene (486 mg, 2.8 mmol), 4-(4-ethoxymethyl-5-phenyl-oxazol-2-yl)-piperidine hydrochloride (1 g, 2.2 mmol), prepared as in Intermediate 4, K2CO3 (393 mg, 2.85 mmol) and Nal (427 mg, 2.85 mmol) in ethanol are mixed together in a sealed tube and heated to 150° C. overnight. The mixture is cooled, filtered and concentrated. The crude material is purified by column chromatography (SiO2, 10% methanol: methylene chloride), followed by another column (SiO2, 15% methanol: et... Reactants: C(C1=CC=CC=C1)S(=O)(=O)Cl (benzylsulfonyl chloride), CCN(C(C)C)C(C)C (DIEA), Cl.NC(C(=O)N1CCC(CC1)C1=CC=C(C=C1)Cl)C(C)C (2-amino-1-(4-(4-chlorophenyl)piperidin-1-yl)-3-methylbutan-1-one hydrochloride). The solvent is C(Cl)Cl (DCM), CO (MeOH). Run at time 8 hour. The product is ClC1=CC=C(C=C1)C1CCN(CC1)C(C(C(C)C)NS(=O)(=O)CC1=CC=CC=C1)=O (N-(1-(4-(4-Chlorophenyl)piperidin-1-yl)-3-methyl-1-oxobutan-2-yl)(phenyl)methanesulfonamide). Reaction SMILES: [CH2:1]([S:8](Cl)(=[O:10])=[O:9])[C:2]1[CH:7]=[CH:6][CH:5]=[CH:4][CH:3]=1.CCN(C(C)C)C(C)C.Cl.[NH2:22][CH:23]([CH:39]([CH3:41])[CH3:40])[C:24]([N:26]1[CH2:31][CH2:30][CH:29]([C:32]2[CH:37]=[CH:36][C:35]([Cl:38])=[CH:34][CH:33]=2)[CH2:28][CH2:27]1)=[O:25]>C(Cl)Cl.CO>[Cl:38][C:35]1[CH:36]=[CH:37][C:32]([CH:29]2[CH2:28][CH2:27][N:26]([C:24](=[O:25])[CH:23]([NH:22][S:8]([CH2:1][C:2]3[CH:7]=[CH:6][CH:5]=[CH:4][CH:3]=3)(=[O:10])=[O:9])[CH:39]([CH3:41])[CH3:40])[CH2:31][CH2:30]2)=[CH:33][CH:34]=1 |f:2.3|. Procedure details: A reaction tube was charged with benzylsulfonyl chloride (14 mg), DIEA (50 μL) and 2-amino-1-(4-(4-chlorophenyl)piperidin-1-yl)-3-methylbutan-1-one hydrochloride (20 mg) in DCM (0.3 mL). The reaction mixture was shaken overnight at rt. At the conclusion of this period, the resulting solution was diluted with MeOH and purified by preparative LC-MS to provide Example 200. MS found: (M+H)+=450. The reactants are C(C)(C)(C)OC(=O)N1CCC(CC1)N1N=CC=2C1=NC=NC2Cl (4-(4-chloro-pyrazolo[3,4-d]pyrimidin-1-yl)-piperidine-1-carboxylic acid tert-butyl ester), C(C)(C)(C)OC(=O)N1CCC(CC1)N1N=CC=2C1=NC=NC2Cl (4-(4-chloro-pyrazolo[3,4-d]pyrimidin-1-yl)-piperidine-1-carboxylic acid tert-butyl ester), CS(=O)(=O)C1=CC=C(N)C=C1 (4-(methylsulfonyl)aniline). Product: C(C)(C)(C)OC(=O)N1CCC(CC1)N1N=CC=2C1=NC=NC2NC2=CC=C(C=C2)S(=O)(=O)C (4-[4-(4-Methanesulfonyl-phenylamino)-pyrazolo[3,4-d]pyrimidin-1-yl]-piperidine-1-carboxylic acid tert-butyl ester). Reaction SMILES: [C:1]([O:5][C:6]([N:8]1[CH2:13][CH2:12][CH:11]([N:14]2[C:18]3=[N:19][CH:20]=[N:21][C:22](Cl)=[C:17]3[CH:16]=[N:15]2)[CH2:10][CH2:9]1)=[O:7])([CH3:4])([CH3:3])[CH3:2].[CH3:24][S:25]([C:28]1[CH:34]=[CH:33][C:31]([NH2:32])=[CH:30][CH:29]=1)(=[O:27])=[O:26]>>[C:1]([O:5][C:6]([N:8]1[CH2:13][CH2:12][CH:11]([N:14]2[C:18]3=[N:19][CH:20]=[N:21][C:22]([NH:32][C:31]4[CH:30]=[CH:29][C:28]([S:25]([CH3:24])(=[O:27])=[O:26])=[CH:34][CH:33]=4)=[C:17]3[CH:16]=[N:15]2)[CH2:10][CH2:9]1)=[O:7])([CH3:4])([CH3:3])[CH3:2]. Procedure details: 4-[4-(4-Methanesulfonyl-phenylamino)-pyrazolo[3,4-d]pyrimidin-1-yl]-piperidine-1-carboxylic acid tert-butyl ester was prepared according to General Procedure C by the reaction of 4-(4-chloro-pyrazolo[3,4-d]pyrimidin-1-yl)-piperidine-1-carboxylic acid tert-butyl ester (Intermediate E1) with 4-(methylsulfonyl)aniline (available from Oakwood Products, Inc., West Columbia, S.C., USA). 1H NMR (400 MHz, DMSO-d6) δ 1.43 (s, 9H), 1.90-2.00 (m, 4H), 2.92-3.05 (m, 2H), 3.30 (methyl sulfonyl and water peak... The reactants are ClCCl, O=[Mn]=O, CCOc1cc(C(O)c2ccc3occc3c2)ccc1OC. The product is CCOc1cc(C(=O)c2ccc3occc3c2)ccc1OC. RXN SMILES: [Cl:23][CH2:24][Cl:25].[O:26]=[Mn:27]=[O:28].[o:1]1[cH:2][cH:3][c:4]2[c:5]1[cH:6][cH:7][c:8]([CH:10]([OH:11])[c:12]1[cH:13][c:14]([O:20][CH2:21][CH3:22])[c:15]([O:18][CH3:19])[cH:16][cH:17]1)[cH:9]2>>[o:1]1[cH:2][cH:3][c:4]2[c:5]1[cH:6][cH:7][c:8]([C:10](=[O:11])[c:12]1[cH:13][c:14]([O:20][CH2:21][CH3:22])[c:15]([O:18][CH3:19])[cH:16][cH:17]1)[cH:9]2. The reactants are BrCC1=NC(=NN1C1=CC=CC=C1)C1=CC=CC=C1 (5-(bromomethyl)-1,3-diphenyl-1H-1,2,4-triazole), [C-]#N.[K+] (potassium cyanide), O (water). The solvent is CS(=O)C (DMSO). Reaction conditions: temperature 60 celsius. The product is C1(=CC=CC=C1)N1N=C(N=C1CC#N)C1=CC=CC=C1 (2-(1,3-Diphenyl-1H-1,2,4-triazol-5-yl)acetonitrile). The yield is 114.4%. As a reaction SMILES: Br[CH2:2][C:3]1[N:7]([C:8]2[CH:13]=[CH:12][CH:11]=[CH:10][CH:9]=2)[N:6]=[C:5]([C:14]2[CH:19]=[CH:18][CH:17]=[CH:16][CH:15]=2)[N:4]=1.[C-:20]#[N:21].[K+].O>CS(C)=O>[C:8]1([N:7]2[C:3]([CH2:2][C:20]#[N:21])=[N:4][C:5]([C:14]3[CH:19]=[CH:18][CH:17]=[CH:16][CH:15]=3)=[N:6]2)[CH:13]=[CH:12][CH:11]=[CH:10][CH:9]=1 |f:1.2|. Procedure details: A mixture of 5-(bromomethyl)-1,3-diphenyl-1H-1,2,4-triazole (265 mg, 843 μmol) and potassium cyanide (62.3 mg, 928 μmol) in DMSO (5 mL) was heated at 60° C. for 1.5 h. The reaction mixture was cooled to RT, poured into water (25 mL) and extracted with ethyl acetate (2×50 mL). The organic phases were washed with water (2×25 mL) and brine (1×25 mL), and the combined organic layer was dried over MgSO4 and concentrated in vacuo to give 251 mg of crude product. The product was obtained after purifica... Starting materials: CO, Cl, CCOC(=O)C=Cc1ccc2[nH]nc(-c3cccc(F)c3)c2c1, [Na+], [OH-]. Product: O=C(O)C=Cc1ccc2[nH]nc(-c3cccc(F)c3)c2c1. RXN SMILES: [CH3:27][OH:28].[ClH:26].[F:1][c:2]1[cH:3][c:4](-[c:8]2[n:9][nH:10][c:11]3[cH:12][cH:13][c:14]([CH:17]=[CH:18][C:19](=[O:20])[O:21][CH2:22][CH3:23])[cH:15][c:16]23)[cH:5][cH:6][cH:7]1.[Na+:25].[OH-:24]>>[F:1][c:2]1[cH:3][c:4](-[c:8]2[n:9][nH:10][c:11]3[cH:12][cH:13][c:14]([CH:17]=[CH:18][C:19](=[O:20])[OH:21])[cH:15][c:16]23)[cH:5][cH:6][cH:7]1.